Dataset: the Open Reaction Database (ORD), a public repository of structured organic reaction records. Task: describe an organic reaction: reactants, conditions, products, and yield Reactants: [BH4-], O=C(n1ccnc1)n1ccnc1, CC(C)(C)OC(=O)NCCCCC(NC(=O)OCc1ccccc1)C(=O)O, C1CCOC1, [H][H], [Na+], O. Product: CC(C)(C)OC(=O)NCCCCC(CO)NC(=O)OCc1ccccc1. RXN SMILES: [BH4-:40].[C:28]([n:29]1[cH:30][cH:31][n:32][cH:33]1)([n:34]1[cH:35][cH:36][n:37][cH:38]1)=[O:39].[CH2:1]([c:2]1[cH:3][cH:4][cH:5][cH:6][cH:7]1)[O:8][C:9](=[O:10])[NH:11][CH:12]([C:13](=[O:14])[OH:15])[CH2:16][CH2:17][CH2:18][CH2:19][NH:20][C:21](=[O:22])[O:23][C:24]([CH3:25])([CH3:26])[CH3:27].[CH2:44]1[O:45][CH2:46][CH2:47][CH2:48]1.[H:42][H:43].[Na+:41].[OH2:49]>>[CH2:1]([c:2]1[cH:3][cH:4][cH:5][cH:6][cH:7]1)[O:8][C:9](=[O:10])[NH:11][CH:12]([CH2:13][OH:14])[CH2:16][CH2:17][CH2:18][CH2:19][NH:20][C:21](=[O:22])[O:23][C:24]([CH3:25])([CH3:26])[CH3:27].